This data is from the Open Reaction Database (ORD), a public repository of structured organic reaction records. The task is: describe an organic reaction: reactants, conditions, products, and yield The reactants are CC(=O)[O-], CC(=O)[O-], CC(=O)[O-], CC(=O)[O-], O=C([O-])O, C=CCN(C(=O)OC(C)(C)C)C(Cc1ccccc1)C(=O)N(C)Cc1ccccc1OC, C[N+]1([O-])CCOCC1, CC(C)=O, ClC(Cl)Cl, [Na+], [Na+], O, O=[Os](=O)(=O)=O, [Pb+4], O=S([O-])O. The product is COc1ccccc1CN(C)C(=O)C(Cc1ccccc1)N(CC=O)C(=O)OC(C)(C)C. As a reaction SMILES: [C:46]([O-:47])(=[O:48])[CH3:49].[C:50]([O-:51])(=[O:52])[CH3:53].[C:54]([O-:55])(=[O:56])[CH3:57].[C:58]([O-:59])(=[O:60])[CH3:61].[C:63](=[O:64])([OH:65])[O-:66].[CH3:1][O:2][c:3]1[c:4]([CH2:5][N:6]([C:7]([CH:8]([CH2:9][c:10]2[cH:11][cH:12][cH:13][cH:14][cH:15]2)[N:16]([C:17](=[O:18])[O:19][C:20]([CH3:21])([CH3:22])[CH3:23])[CH2:24][CH:25]=[CH2:26])=[O:27])[CH3:28])[cH:29][cH:30][cH:31][cH:32]1.[CH3:33][N+:34]1([O-:35])[CH2:36][CH2:38][O:37][CH2:39][CH2:40]1.[CH3:78][C:79](=[O:80])[CH3:81].[CH:68]([Cl:69])([Cl:70])[Cl:71].[Na+:45].[Na+:67].[OH2:77].[Os:72](=[O:73])(=[O:74])(=[O:75])=[O:76].[Pb+4:62].[S:41](=[O:42])([OH:43])[O-:44]>>[CH3:1][O:2][c:3]1[c:4]([CH2:5][N:6]([C:7]([CH:8]([CH2:9][c:10]2[cH:11][cH:12][cH:13][cH:14][cH:15]2)[N:16]([C:17](=[O:18])[O:19][C:20]([CH3:21])([CH3:22])[CH3:23])[CH2:24][CH:25]=[O:37])=[O:27])[CH3:28])[cH:29][cH:30][cH:31][cH:32]1. Reactants: O=CC1CCCCC1, ClCCCl, [Na+], O=C([O-])O, O, Nc1cc(C(F)(F)F)ccc1-c1cc(Oc2ccc3cccnc3c2)ncn1. Product: FC(F)(F)c1ccc(-c2cc(Oc3ccc4cccnc4c3)ncn2)c(NCC2CCCCC2)c1. RXN SMILES: [CH:29]1([CH:35]=[O:36])[CH2:30][CH2:31][CH2:32][CH2:33][CH2:34]1.[Cl:37][CH2:38][CH2:39][Cl:40].[Na+:45].[O-:41][C:42]([OH:43])=[O:44].[OH2:46].[n:1]1[cH:2][cH:3][cH:4][c:5]2[cH:6][cH:7][c:8]([O:11][c:12]3[cH:13][c:14](-[c:18]4[c:19]([NH2:28])[cH:20][c:21]([C:24]([F:25])([F:26])[F:27])[cH:22][cH:23]4)[n:15][cH:16][n:17]3)[cH:9][c:10]12>>[n:1]1[cH:2][cH:3][cH:4][c:5]2[cH:6][cH:7][c:8]([O:11][c:12]3[cH:13][c:14](-[c:18]4[c:19]([NH:28][CH2:35][CH:29]5[CH2:30][CH2:31][CH2:32][CH2:33][CH2:34]5)[cH:20][c:21]([C:24]([F:25])([F:26])[F:27])[cH:22][cH:23]4)[n:15][cH:16][n:17]3)[cH:9][c:10]12.